This data is from the Open Reaction Database (ORD), a public repository of structured organic reaction records. The task is: describe an organic reaction: reactants, conditions, products, and yield Solvent: O1CCOCC1 (dioxane), C(C)OCC (ethyl ether). The product is Cl.FC=1C=C(C[C@@H]([C@@H](CNC2(CC2)C2=CC(=CC=C2)C(F)(F)F)O)NC(=O)C=2C=3CCN(C(C3C=C(C2)C2=C(C=CC=C2)C#N)=O)C(CCC)CCC)C=C(C1)F (N-[(1S,2R)-1-(3,5-difluorobenzyl)-2-hydroxy-3-({1-[3-(trifluoromethyl)phenyl]cyclopropyl}amino)propyl]-7-(2-cyanophenyl)-1-oxo-2-(1-propylbutyl)-1,2,3,4-tetrahydroisoquinoline-5-carboxamide hydrochloride). Reported procedure: 268 mg of N-[(1S,2R)-1-(3,5-difluorobenzyl)-2-hydroxy-3-({1-[3-(trifluoromethyl)phenyl]cyclopropyl}amino)propyl]-7-(2-cyanophenyl)-1-oxo-2-(1-propylbutyl)-1,2,3,4-tetrahydroisoquinoline-5-carboxamide are dissolved, under an argon atmosphere, in 5 cm3 of ethyl ether. 0.3 cm3 of a 4N solution of hydrochloric acid in dioxane is added, while stirring, at a temperature of 20° C. The reaction mixture precipitates. The supernatant is drawn off under vacuum, the residue is washed with 5 cm3 of isopropyl... The reactants are solution, Cl (hydrochloric acid), FC=1C=C(C[C@@H]([C@@H](CNC2(CC2)C2=CC(=CC=C2)C(F)(F)F)O)NC(=O)C=2C=3CCN(C(C3C=C(C2)C2=C(C=CC=C2)C#N)=O)C(CCC)CCC)C=C(C1)F (N-[(1S,2R)-1-(3,5-difluorobenzyl)-2-hydroxy-3-({1-[3-(trifluoromethyl)phenyl]cyclopropyl}amino)propyl]-7-(2-cyanophenyl)-1-oxo-2-(1-propylbutyl)-1,2,3,4-tetrahydroisoquinoline-5-carboxamide). Reaction SMILES: [F:1][C:2]1[CH:3]=[C:4]([CH:53]=[C:54]([F:56])[CH:55]=1)[CH2:5][C@H:6]([NH:24][C:25]([C:27]1[C:28]2[CH2:29][CH2:30][N:31]([CH:46]([CH2:50][CH2:51][CH3:52])[CH2:47][CH2:48][CH3:49])[C:32](=[O:45])[C:33]=2[CH:34]=[C:35]([C:37]2[CH:42]=[CH:41][CH:40]=[CH:39][C:38]=2[C:43]#[N:44])[CH:36]=1)=[O:26])[C@H:7]([OH:23])[CH2:8][NH:9][C:10]1([C:13]2[CH:18]=[CH:17][CH:16]=[C:15]([C:19]([F:22])([F:21])[F:20])[CH:14]=2)[CH2:12][CH2:11]1.[ClH:57]>C(OCC)C.O1CCOCC1>[ClH:57].[F:1][C:2]1[CH:3]=[C:4]([CH:53]=[C:54]([F:56])[CH:55]=1)[CH2:5][C@H:6]([NH:24][C:25]([C:27]1[C:28]2[CH2:29][CH2:30][N:31]([CH:46]([CH2:47][CH2:48][CH3:49])[CH2:50][CH2:51][CH3:52])[C:32](=[O:45])[C:33]=2[CH:34]=[C:35]([C:37]2[CH:42]=[CH:41][CH:40]=[CH:39][C:38]=2[C:43]#[N:44])[CH:36]=1)=[O:26])[C@H:7]([OH:23])[CH2:8][NH:9][C:10]1([C:13]2[CH:18]=[CH:17][CH:16]=[C:15]([C:19]([F:22])([F:21])[F:20])[CH:14]=2)[CH2:12][CH2:11]1 |f:4.5|. Reaction conditions: temperature 20 celsius. The reactants are C(C)(C)I (isopropyl iodide), BrC=1C=C2N(C=C3C[C@H]4N(C[C@H](C[C@@H]4C(C1)=C32)NC(N(CC)CC)=O)CCC)[Si](C)(C)C(C)(C)C (3-(13-bromo-1-tert-butyldimethylsilyl-6-n-propyl-8α-ergolinyl)-1,1-diethylurea). Yields the product C(C)N(C(=O)N[C@@H]1CN([C@@H]2CC3=CNC4=CC(=CC([C@H]2C1)=C34)C(C)C)C)CC (1,1-diethyl-3-(6-methyl-13-isopropyl-8α-ergolinyl)urea). As a reaction SMILES: [CH:1](I)([CH3:3])[CH3:2].Br[C:6]1[CH:7]=[C:8]2[C:21]3[C:11]([CH2:12][C@@H:13]4[C@@H:18]([C:19]=3[CH:20]=1)[CH2:17][C@H:16]([NH:22][C:23](=[O:29])[N:24]([CH2:27][CH3:28])[CH2:25][CH3:26])[CH2:15][N:14]4[CH2:30]CC)=[CH:10][N:9]2[Si](C(C)(C)C)(C)C>>[CH2:27]([N:24]([CH2:25][CH3:26])[C:23]([NH:22][C@H:16]1[CH2:17][C@H:18]2[C@@H:13]([CH2:12][C:11]3[C:21]4[C:8](=[CH:7][C:6]([CH:1]([CH3:3])[CH3:2])=[CH:20][C:19]2=4)[NH:9][CH:10]=3)[N:14]([CH3:30])[CH2:15]1)=[O:29])[CH3:28]. Procedure: With isopropyl iodide and 3-(13-bromo-1-tert-butyldimethylsilyl-6-n-propyl-8α-ergolinyl)-1,1-diethylurea: Reactants: [OH-].[Na+] (NaOH), BrC=1C=C(C(=O)NCCOC2CCC3(C4CC(C5(C(CCC5C4C(CC3C2)O)C(CCC(=O)OC)C)C)O)C)C=CC1 (methyl 4-{3-[2-(3-bromobenzoylamino)ethoxy]-7,12-dihydroxy-10,13-dimethylhexadecahydrocyclopenta[a]phenanthren-17-yl}pentanoate), Cl (HCl). Solvent: CO (methanol). Reaction conditions: time 6 hour. The product is BrC=1C=C(C(=O)NCCOC2CCC3(C4CC(C5(C(CCC5C4C(CC3C2)O)C(CCC(=O)O)C)C)O)C)C=CC1 (4-{3-[2-(3-Bromobenzoylamino)ethoxy]-7,12-dihydroxy-10,13-dimethylhexadecahydrocyclopenta[a]phenanthren-17-yl}pentanoic acid). Yield: 93.7%. Reaction SMILES: [Br:1][C:2]1[CH:3]=[C:4]([CH:40]=[CH:41][CH:42]=1)[C:5]([NH:7][CH2:8][CH2:9][O:10][CH:11]1[CH2:27][CH:26]2[C:14]([CH3:39])([CH:15]3[CH:23]([CH:24]([OH:28])[CH2:25]2)[CH:22]2[C:18]([CH3:37])([CH:19]([CH:29]([CH3:36])[CH2:30][CH2:31][C:32]([O:34]C)=[O:33])[CH2:20][CH2:21]2)[CH:17]([OH:38])[CH2:16]3)[CH2:13][CH2:12]1)=[O:6].[OH-].[Na+].Cl>CO>[Br:1][C:2]1[CH:3]=[C:4]([CH:40]=[CH:41][CH:42]=1)[C:5]([NH:7][CH2:8][CH2:9][O:10][CH:11]1[CH2:27][CH:26]2[C:14]([CH3:39])([CH:15]3[CH:23]([CH:24]([OH:28])[CH2:25]2)[CH:22]2[C:18]([CH3:37])([CH:19]([CH:29]([CH3:36])[CH2:30][CH2:31][C:32]([OH:34])=[O:33])[CH2:20][CH2:21]2)[CH:17]([OH:38])[CH2:16]3)[CH2:13][CH2:12]1)=[O:6] |f:1.2|. Procedure details: 600 mg of methyl 4-{3-[2-(3-bromobenzoylamino)ethoxy]-7,12-dihydroxy-10,13-dimethylhexadecahydrocyclopenta[a]phenanthren-17-yl}pentanoate are dissolved in 19 ml of methanol and 4.6 ml of a 1N aqueous NaOH solution are added. The mixture is stirred at RT for 6 hours, then poured into 150 ml of a 2N aqueous HCl solution and extracted 4 times using 150 ml of MTB each time. The extract is dried over Na2SO4 and the solvent is removed in vacuo. 550 mg of a viscous oil are obtained, which are employed ... Conditions: time 0.5 hour. RXN SMILES: [O:1]1[CH2:5][CH2:4][CH2:3][CH:2]1[C:6]1[CH:18]=[CH:17][C:9]([C:10]([O:12]C(C)(C)C)=[O:11])=[CH:8][CH:7]=1.FC(F)(F)C(O)=O>ClCCl>[O:1]1[CH2:5][CH2:4][CH2:3][CH:2]1[C:6]1[CH:18]=[CH:17][C:9]([C:10]([OH:12])=[O:11])=[CH:8][CH:7]=1. Reported procedure: To a solution of tert-butyl 4-(tetrahydrofuran-2-yl)benzoate (350 mg, 1.41 mmol) in dichloromethane (10 mL) was added 2,2,2-trifluoroacetic acid (2 mL). The resulting mixture was stirred at room temperature for 0.5 hours. The mixture was concentrated to give 4-(tetrahydrofuran-2-yl)benzoic acid (200 mg, 74%) as a white solid. The yield is 73.8%. The solvent is ClCCl (dichloromethane). The product is O1C(CCC1)C1=CC=C(C(=O)O)C=C1 (4-(tetrahydrofuran-2-yl)benzoic acid). Starting materials: O1C(CCC1)C1=CC=C(C(=O)OC(C)(C)C)C=C1 (tert-butyl 4-(tetrahydrofuran-2-yl)benzoate), FC(C(=O)O)(F)F (2,2,2-trifluoroacetic acid). Reactants: CC(C)(C)OC(=O)OC(=O)OC(C)(C)C, CN(C)C, C1COCCO1, O, COC(=O)c1ccc(O)c(I)c1. Product: COC(=O)c1ccc(O)c(C#N)c1. As a reaction SMILES: [C:1]([O:2][C:3]([O:4][C:5]([CH3:6])([CH3:7])[CH3:8])=[O:9])([O:10][C:11]([CH3:12])([CH3:13])[CH3:14])=[O:15].[CH3:28][N:29]([CH3:30])[CH3:31].[O:32]1[CH2:33][CH2:34][O:35][CH2:36][CH2:37]1.[OH2:38].[OH:16][c:17]1[c:18]([I:27])[cH:19][c:20]([C:21](=[O:22])[O:23][CH3:24])[cH:25][cH:26]1>>[OH:16][c:17]1[c:18]([C:28]#[N:29])[cH:19][c:20]([C:21](=[O:22])[O:23][CH3:24])[cH:25][cH:26]1. The reactants are C1CNCCN1, CC#N, NS(=O)(=O)c1cccc(-c2c(Cl)nc(C(F)(F)F)nc2-c2ccc(F)cc2)c1, O. The product is NS(=O)(=O)c1cccc(-c2c(-c3ccc(F)cc3)nc(C(F)(F)F)nc2N2CCNCC2)c1. Reaction SMILES: [CH2:29]1[CH2:30][NH:31][CH2:32][CH2:33][NH:34]1.[CH3:36][C:37]#[N:38].[Cl:1][c:2]1[n:3][c:4]([C:25]([F:26])([F:27])[F:28])[n:5][c:6](-[c:18]2[cH:19][cH:20][c:21]([F:24])[cH:22][cH:23]2)[c:7]1-[c:8]1[cH:9][c:10]([S:14](=[O:15])(=[O:16])[NH2:17])[cH:11][cH:12][cH:13]1.[OH2:35]>>[c:2]1([N:31]2[CH2:30][CH2:29][NH:34][CH2:33][CH2:32]2)[n:3][c:4]([C:25]([F:26])([F:27])[F:28])[n:5][c:6](-[c:18]2[cH:19][cH:20][c:21]([F:24])[cH:22][cH:23]2)[c:7]1-[c:8]1[cH:9][c:10]([S:14](=[O:15])(=[O:16])[NH2:17])[cH:11][cH:12][cH:13]1. Starting materials: N[C@H]1CN(CC1)C(=O)OC(C)(C)C ((R)-3-amino-1-N-Boc pyrrolidine), CC(=O)C (acetone), C(#N)[BH3-].[Na+] (sodium cyano borohydride), C(C)(=O)O (acetic acid). Solvent: CO (methanol). Reaction conditions: time 8 hour. Yields the product C(C)(C)(C)OC(=O)N1CC(CC1)NC(C)C (3-Isopropylamino-pyrrolidine-1-carboxylic acid tert-butyl ester). Reaction SMILES: [NH2:1][C@@H:2]1[CH2:6][CH2:5][N:4]([C:7]([O:9][C:10]([CH3:13])([CH3:12])[CH3:11])=[O:8])[CH2:3]1.[CH3:14][C:15]([CH3:17])=O.C([BH3-])#N.[Na+].C(O)(=O)C>CO>[C:10]([O:9][C:7]([N:4]1[CH2:5][CH2:6][CH:2]([NH:1][CH:15]([CH3:17])[CH3:14])[CH2:3]1)=[O:8])([CH3:13])([CH3:12])[CH3:11] |f:2.3|. Procedure details: To a solution of (R)-3-amino-1-N-Boc pyrrolidine (1.0 eq, 2.68 mmol) in methanol (15 mL) was added acetone (1.07 eq), sodium cyano borohydride (2.0 eq) and few drops of acetic acid and the resulting mixture was stirred at room temperature overnight. The reaction mixture was concentrated dissolved in dichloromethane and washed with saturated aqueous sodium bicarbonate. The combined organics were washed with brine and dried over sodium sulfate. The crude product was purified on silica using gradie... Reactants: step-ii, FC=1C(=NC=C(C1)C=1C=C2C(=NC1)NC=C2C=2C=NN(C2)CC2=CC(=CC=C2)F)N2CCN(CC2)C(=O)OC(C)(C)C (tert-butyl 4-(3-fluoro-5-(3-(1-(3-fluorobenzyl)-1H-pyrazol-4-yl)-1H-pyrrolo[2,3-b]pyridin-5-yl)pyridin-2-yl)piperazine-1-carboxylate). The solvent is CCOCC (ether), CO.Cl (methanol HCl). The product is FC=1C=C(C=NC1N1CCNCC1)C=1C=C2C(=NC1)NC=C2C=2C=NN(C2)CC2=CC(=CC=C2)F (5-(5-fluoro-6-(piperazin-1-yl)pyridin-3-yl)-3-(1-(3-fluorobenzyl)-1H-pyrazol-4-yl)-1H-pyrrolo[2,3-b]pyridine). Yield: 70.0%. RXN SMILES: [F:1][C:2]1[C:3]([N:30]2[CH2:35][CH2:34][N:33](C(OC(C)(C)C)=O)[CH2:32][CH2:31]2)=[N:4][CH:5]=[C:6]([C:8]2[CH:9]=[C:10]3[C:16]([C:17]4[CH:18]=[N:19][N:20]([CH2:22][C:23]5[CH:28]=[CH:27][CH:26]=[C:25]([F:29])[CH:24]=5)[CH:21]=4)=[CH:15][NH:14][C:11]3=[N:12][CH:13]=2)[CH:7]=1>CO.Cl.CCOCC>[F:1][C:2]1[CH:7]=[C:6]([C:8]2[CH:9]=[C:10]3[C:16]([C:17]4[CH:18]=[N:19][N:20]([CH2:22][C:23]5[CH:28]=[CH:27][CH:26]=[C:25]([F:29])[CH:24]=5)[CH:21]=4)=[CH:15][NH:14][C:11]3=[N:12][CH:13]=2)[CH:5]=[N:4][C:3]=1[N:30]1[CH2:35][CH2:34][NH:33][CH2:32][CH2:31]1 |f:1.2|. Procedure: Using similar reaction conditions as described in step-ii of example-7, tert-butyl 4-(3-fluoro-5-(3-(1-(3-fluorobenzyl)-1H-pyrazol-4-yl)-1H-pyrrolo[2,3-b]pyridin-5-yl)pyridin-2-yl)piperazine-1-carboxylate (125 mg, 0.218 mmol) was deprotected in methanol/HCl in ether (5/2.5 ml) to afford 72 mg (56.2% yield) of the titled compound after purification by prep HPLC. 1H NMR (CD3OD, 300 MHz): δ 8.646-8.640 (d, 1H), 8.56 (s, 1H), 8.419-8.415 (d, 1H), 8.28 (s, 1H), 7.97 (s, 1H), 7.94-7.93 (d, 1H), 7.77 (... Reactants: CO, CC(=O)Cl, CCCC(N)C(=O)O. Product: Cl, CCCC(N)C(=O)OC. Reaction SMILES: [CH3:13][OH:14].[CH3:9][C:10]([Cl:11])=[O:12].[NH2:1][CH:2]([CH2:3][CH2:4][CH3:5])[C:6](=[O:7])[OH:8]>>[ClH:11].[NH2:1][CH:2]([CH2:3][CH2:4][CH3:5])[C:6](=[O:7])[O:8][CH3:9]. Reactants: Cl.ClC1=[N+](C2=CC=CC=C2C=C1)[O-] (2-chloroquinoline N-oxide hydrochloride), [N-]=[N+]=[N-].[Na+] (sodium azide), O (water). Run in CC(=O)C (acetone). The product is N(=[N+]=[N-])C1=[N+](C2=CC=CC=C2C=C1)[O-] (2-azidoquinoline N-oxide). Reaction SMILES: Cl.Cl[C:3]1[CH:12]=[CH:11][C:10]2[C:5](=[CH:6][CH:7]=[CH:8][CH:9]=2)[N+:4]=1[O-:13].[N-:14]=[N+:15]=[N-:16].[Na+].O>CC(C)=O>[N:14]([C:3]1[CH:12]=[CH:11][C:10]2[C:5](=[CH:6][CH:7]=[CH:8][CH:9]=2)[N+:4]=1[O-:13])=[N+:15]=[N-:16] |f:0.1,2.3|. Procedure details: In this example, 2.00 grams (0.009 mol) of 2-chloroquinoline N-oxide hydrochloride and 2.00 grams (0.031 mol) of sodium azide were added to and dissolved in 50 ml. of water and 100 ml. of acetone and the resulting solution stirred for 72 hours at 25° C. A solid separated and was collected by filtration. Recrystallization of this solid from benzene gave 2-azidoquinoline N-oxide in a yield of 1.01 grams or 58% of theory having a melting point of 103.5° C. to 104.5° C. with decomposition.